This data is from the Open Reaction Database (ORD), a public repository of structured organic reaction records. The task is: describe an organic reaction: reactants, conditions, products, and yield Reactants: FC1=C(C=CC=C1)C1=CC=C(C=C1)C(CCC(=O)OCC)=O (ethyl 4-(2'-fluoro-4-biphenylyl)-4-oxo-butyrate), C(C)(C)O (isopropanol), CC(C)[O-].CC(C)[O-].CC(C)[O-].[Al+3] (aluminum isopropylate). The solvent is CC(=O)C (acetone). The product is FC1=C(C=CC=C1)C1=CC=C(C=C1)C1CCC(=O)O1 (γ-(2'-fluoro-4-biphenylyl)-γ-butyrolactone). The yield is 78.0%. RXN SMILES: [F:1][C:2]1[CH:7]=[CH:6][CH:5]=[CH:4][C:3]=1[C:8]1[CH:13]=[CH:12][C:11]([C:14](=[O:22])[CH2:15][CH2:16][C:17]([O:19]CC)=O)=[CH:10][CH:9]=1.C(O)(C)C.CC([O-])C.CC([O-])C.CC([O-])C.[Al+3]>CC(C)=O>[F:1][C:2]1[CH:7]=[CH:6][CH:5]=[CH:4][C:3]=1[C:8]1[CH:9]=[CH:10][C:11]([CH:14]2[O:22][C:17](=[O:19])[CH2:16][CH2:15]2)=[CH:12][CH:13]=1 |f:2.3.4.5|. Reported procedure: A mixture of 9 gm (0.03 mol) of ethyl 4-(2'-fluoro-4-biphenylyl)-4-oxo-butyrate, 150 ml of absolute isopropanol and 6.2 gm (0.03 mol) of freshly distilled aluminum isopropylate was refluxed on a boiling water bath, while condensing the vapors in a descending condenser, until no more acetone was detectable in the distillate. After removing the solvent in vacuo, the residue was covered with ether, the mixture was acidified with dilute hydrochloric acid, and the ethereal phase was separated, washed...